Dataset: the Open Reaction Database (ORD), a public repository of structured organic reaction records. Task: describe an organic reaction: reactants, conditions, products, and yield Reactants: CC(C)(C)c1cc(-c2cnc3c(NCCCOC4CCCCO4)nc4cc(C(F)(F)F)ccc4n23)[nH]n1, CO, Cc1ccc(S(=O)(=O)O)cc1. Yields the product CC(C)(C)c1cc(-c2cnc3c(NCCCO)nc4cc(C(F)(F)F)ccc4n23)[nH]n1. Reaction SMILES: [C:1]([CH3:2])([CH3:3])([CH3:4])[c:5]1[n:6][nH:7][c:8](-[c:10]2[cH:11][n:12][c:13]3[n:14]2[c:15]2[cH:16][cH:17][c:18]([C:34]([F:35])([F:36])[F:37])[cH:19][c:20]2[n:21][c:22]3[NH:23][CH2:24][CH2:25][CH2:26][O:27][CH:28]2[CH2:29][CH2:30][CH2:31][CH2:32][O:33]2)[cH:9]1.[CH3:49][OH:50].[c:38]1([CH3:39])[cH:40][cH:41][c:42]([S:43]([OH:44])(=[O:45])=[O:46])[cH:47][cH:48]1>>[C:1]([CH3:2])([CH3:3])([CH3:4])[c:5]1[n:6][nH:7][c:8](-[c:10]2[cH:11][n:12][c:13]3[n:14]2[c:15]2[cH:16][cH:17][c:18]([C:34]([F:35])([F:36])[F:37])[cH:19][c:20]2[n:21][c:22]3[NH:23][CH2:24][CH2:25][CH2:26][OH:27])[cH:9]1.